Dataset: the Open Reaction Database (ORD), a public repository of structured organic reaction records. Task: describe an organic reaction: reactants, conditions, products, and yield Run in O, ClCCl. Conditions: temperature 25 celsius, time 18 hour. The yield is 30.0%. Reagents/catalysts: O=C(O)C(F)(F)F, OOC(C)(C)C. The reactants are N=1C=CC=C2C=CC=CC12, [Zn].O=S(O)C(F)F. The product is FC(F)C1=NC=2C=CC=CC2C(=C1)C(F)F. The reactants are Cl (HCl), FC(C=1C=C(CN2N=NC(=C2C2=CC=CC=C2)C(=O)C=2C(=NOC2C2=C(C=CC=C2)Cl)C=O)C=C(C1)C(F)(F)F)(F)F (4-[1-(3,5-Bis-trifluoromethyl-benzyl)-5-phenyl-1H-[1,2,3]triazole-4-carbonyl]-5-(2-chloro-phenyl)-isoxazole-3-carbaldehyde), O.O.O.C(C)(=O)[O-].[Na+] (sodium acetate trihydrate), NO (hydroxylamine). Run in C(Cl)Cl (CH2Cl2), CO (MeOH). Run at time 1 hour. Product: FC(C=1C=C(CN2N=NC(=C2C2=CC=CC=C2)C(=O)C=2C(=NOC2C2=C(C=CC=C2)Cl)C=NO)C=C(C1)C(F)(F)F)(F)F (4-[1-(3,5-Bis-trifluoromethyl-benzyl)-5-phenyl-1H-[1,2,3]triazole-4-carbonyl]-5-(2-chloro-phenyl)-isoxazole-3-carbaldehyde oxime). RXN SMILES: [F:1][C:2]([F:42])([F:41])[C:3]1[CH:4]=[C:5]([CH:34]=[C:35]([C:37]([F:40])([F:39])[F:38])[CH:36]=1)[CH2:6][N:7]1[C:11]([C:12]2[CH:17]=[CH:16][CH:15]=[CH:14][CH:13]=2)=[C:10]([C:18]([C:20]2[C:21]([CH:32]=O)=[N:22][O:23][C:24]=2[C:25]2[CH:30]=[CH:29][CH:28]=[CH:27][C:26]=2[Cl:31])=[O:19])[N:9]=[N:8]1.[OH2:43].O.O.C([O-])(=O)C.[Na+].[NH2:51]O.Cl>C(Cl)Cl.CO>[F:40][C:37]([F:39])([F:38])[C:35]1[CH:34]=[C:5]([CH:4]=[C:3]([C:2]([F:42])([F:1])[F:41])[CH:36]=1)[CH2:6][N:7]1[C:11]([C:12]2[CH:13]=[CH:14][CH:15]=[CH:16][CH:17]=2)=[C:10]([C:18]([C:20]2[C:21]([CH:32]=[N:51][OH:43])=[N:22][O:23][C:24]=2[C:25]2[CH:30]=[CH:29][CH:28]=[CH:27][C:26]=2[Cl:31])=[O:19])[N:9]=[N:8]1 |f:1.2.3.4.5|. Procedure details: To a solution of 4-[1-(3,5-Bis-trifluoromethyl-benzyl)-5-phenyl-1H-[1,2,3]triazole-4-carbonyl]-5-(2-chloro-phenyl)-isoxazole-3-carbaldehyde (0.076 g, 0.13 mmol) in CH2Cl2 (2 mL) and MeOH (2 mL), add sodium acetate trihydrate (0.034 g, 0.25 mmol) and hydroxylamine.HCl (0.018 g, 0.25 mmol) and stir at RT. After 1 h., quench with 75% sat. aq. NH4Cl (4 mL), extract with ethyl acetate, and wash with brine. Dry over MgSO4, filter and concentrate under vacuum. Purify by flash chromatography, (EtOAc/Hex... Starting materials: C(C)(C)(C)C1CCC(CC1)N(C1=NC2=C(N1C)C=CC=C2)CC2=CC=C(C(=O)O)C=C2 (4-{[(4-tert-Butylcyclohexyl)(1-methyl-1H-benzimidazol-2-yl)amino]methyl}-benzoic acid), N1N=NN=C1CN (1H-tetraazol-5-ylmethylamine), C=1C=CC2=C(C1)N=NN2O (HOBt), C(CCl)Cl (EDC), CCN(C(C)C)C(C)C (DIEA). Solvent: CN(C)C=O (DMF). Run at time 8 hour. Yields the product C(C)(C)(C)C1CCC(CC1)N(C1=NC2=C(N1C)C=CC=C2)CC2=CC=C(C(=O)NCC1=NN=NN1)C=C2 (4-{[(4-tert-Butylcyclohexyl)(1-methyl-1H-benzimidazol-2-yl)amino]methyl}-N-(1H-tetraazol-5-ylmethyl)benzamide). Reaction SMILES: [C:1]([CH:5]1[CH2:10][CH2:9][CH:8]([N:11]([CH2:22][C:23]2[CH:31]=[CH:30][C:26]([C:27](O)=[O:28])=[CH:25][CH:24]=2)[C:12]2[N:16]([CH3:17])[C:15]3[CH:18]=[CH:19][CH:20]=[CH:21][C:14]=3[N:13]=2)[CH2:7][CH2:6]1)([CH3:4])([CH3:3])[CH3:2].[NH:32]1[C:36]([CH2:37][NH2:38])=[N:35][N:34]=[N:33]1.C1C=CC2N(O)N=NC=2C=1.C(Cl)CCl.CCN(C(C)C)C(C)C>CN(C=O)C>[C:1]([CH:5]1[CH2:6][CH2:7][CH:8]([N:11]([CH2:22][C:23]2[CH:24]=[CH:25][C:26]([C:27]([NH:38][CH2:37][C:36]3[NH:35][N:34]=[N:33][N:32]=3)=[O:28])=[CH:30][CH:31]=2)[C:12]2[N:16]([CH3:17])[C:15]3[CH:18]=[CH:19][CH:20]=[CH:21][C:14]=3[N:13]=2)[CH2:9][CH2:10]1)([CH3:4])([CH3:2])[CH3:3]. Reported procedure: To a solution of the title compound of Example 5 Step A (0.06 mmol, 25 mg) 1H-tetraazol-5-ylmethylamine (0.09 mmol, 12 mg), HOBt (0.15 mmol, 23 mg) and EDC (0.18 mmol, 35 mg) in 0.5 mL of DMF was added DIEA (0.3 mmol, 52 μL). The reaction was allowed to proceed overnight at ambient temperature. The mixture was partitioned between EtOAc/brine. The organic phase was concentrated under reduced pressure and the residue was purified by reverse-phase chromatography (Condition A) and lyophilized, affor...